Dataset: the Open Reaction Database (ORD), a public repository of structured organic reaction records. Task: describe an organic reaction: reactants, conditions, products, and yield The reactants are COC1=CC=C(C=C1)S(=O)(=O)C(C(=O)O)(CC1=CC=C(C=C1)OCCN1CCCCC1)C (2-(4-methoxy-benzenesulfonyl)2-methyl-3-[4-(2-piperidin-1-yl-ethoxy) phenyl]-propionic acid), OC(C(C(=O)N)(C)S(=O)(=O)C1=CC=C(C=C1)OC)C1=CC=C(C=C1)OCCN1CCCCC1 (hydroxy- 2-(4-methoxy-benzenesulfonyl)2-methyl-3-[4-(2-piperidin-1-yl-ethoxy)phenyl]-propionamide). Product: ONC(C(CC1=CC=C(C=C1)OCCN1CCCCC1)(C)S(=O)(=O)C1=CC=C(C=C1)OC)=O (N-Hydroxy-2-(4-methoxy-benzenesulfonyl)2-methyl-3-[4-(2-piperidin-1-yl-ethoxy)phenyl]-propionamide). RXN SMILES: C[O:2]C1C=CC(S(C(C)(CC2C=CC(OCCN3CCCCC3)=CC=2)C(O)=O)(=O)=O)=CC=1.O[CH:34]([C:51]1[CH:56]=[CH:55][C:54]([O:57][CH2:58][CH2:59][N:60]2[CH2:65][CH2:64][CH2:63][CH2:62][CH2:61]2)=[CH:53][CH:52]=1)[C:35]([S:40]([C:43]1[CH:48]=[CH:47][C:46]([O:49][CH3:50])=[CH:45][CH:44]=1)(=[O:42])=[O:41])([CH3:39])[C:36]([NH2:38])=[O:37]>>[OH:2][NH:38][C:36](=[O:37])[C:35]([S:40]([C:43]1[CH:48]=[CH:47][C:46]([O:49][CH3:50])=[CH:45][CH:44]=1)(=[O:42])=[O:41])([CH3:39])[CH2:34][C:51]1[CH:56]=[CH:55][C:54]([O:57][CH2:58][CH2:59][N:60]2[CH2:65][CH2:64][CH2:63][CH2:62][CH2:61]2)=[CH:53][CH:52]=1. Reported procedure: Starting from 2-(4-methoxy-benzenesulfonyl)2-methyl-3-[4-(2-piperidin-1-yl-ethoxy) phenyl]-propionic acid (2.0 g, 4.2 mmol) and following the procedure as outlined in example 1, -1 g of 1N-hydroxy- 2-(4-methoxy-benzenesulfonyl)2-methyl-3-[4-(2-piperidin-1-yl-ethoxy)phenyl]-propionamide was isolated as colorless solid. Yield: 1 g, 48%; mp 98° C.; MS: 477 (M+H)+; 1H NMR (300 MHz, CDCl3): δ 1.2 (s, 3H), 3.5-1.5 (m, 16 H), 3.9 (s, 3H), 4.4 (m, 1H), 6.5-7.8 (m, 8H), 10.8 (bs, 1H). Starting materials: solution, Cl (HCl), BrCCCCCCC (1-Bromoheptane), [Mg] (magnesium), BrC(C)Br (Dibromoetane), C1CCOC1 (THF), O1CNCC1 (Oxazolidine). Reagents/catalysts: II (iodine). Solvent: C1(=CC=CC=C1)C (toluene), C1(=CC=CC=C1)C (toluene). Run at time 3 hour. Product: OCCN1C(COCC1)CCCCCCC (4-(2-Hydroxyethyl)-3-(1-heptyl)morpholine). As a reaction SMILES: Br[CH2:2][CH2:3][CH2:4][CH2:5][CH2:6][CH2:7][CH3:8].[Mg].BrC(Br)C.[O:14]1[CH2:18][CH2:17][NH:16]C1.Cl.[CH2:20]1[CH2:24][O:23][CH2:22][CH2:21]1>C1(C)C=CC=CC=1.II>[OH:14][CH2:18][CH2:17][N:16]1[CH2:20][CH2:24][O:23][CH2:22][CH:21]1[CH2:2][CH2:3][CH2:4][CH2:5][CH2:6][CH2:7][CH3:8]. Procedure details: 200 g of 1-Bromoheptane were slowly added at 65° C. to a suspension of 32.6 g of magnesium, 0.5 g of iodine and 2.4 ml of Dibromoetane in a mixture of 182 ml of THF and 400 ml of toluene. The reaction mixture was stirred at the same temperature for 3 h. When the formation of the corresponding Grignard compound was completed, the mixture was cooled down at room temperature and a solution of 158 g of Oxazolidine (II) in 500 ml of toluene was added in 1 hour. The mixture was stirred for 30 min. and... The reactants are FC1=C(CN2N=C(C3=C2CCC3)C(N)=N)C=CC=C1 (1-(2-fluorobenzyl)-1,4,5,6-tetrahydrocyclopenta[c]pyrazole-3-carboximidamide), COC(C#N)C#N (methoxymalononitrile), O (water). The solvent is CN(C)C=O (DMF). Reaction conditions: temperature 100 celsius. Product: FC1=C(CN2N=C(C3=C2CCC3)C3=NC(=C(C(=N3)N)OC)N)C=CC=C1 (2-[1-(2-fluorobenzyl)-1,4,5,6-tetrahydrocyclopenta[c]pyrazol-3-yl]-5-methoxypyrimidine-4,6-diamine). Reaction SMILES: [F:1][C:2]1[CH:19]=[CH:18][CH:17]=[CH:16][C:3]=1[CH2:4][N:5]1[C:9]2[CH2:10][CH2:11][CH2:12][C:8]=2[C:7]([C:13](=[NH:15])[NH2:14])=[N:6]1.[CH3:20][O:21][CH:22]([C:25]#[N:26])[C:23]#[N:24].O>CN(C=O)C>[F:1][C:2]1[CH:19]=[CH:18][CH:17]=[CH:16][C:3]=1[CH2:4][N:5]1[C:9]2[CH2:10][CH2:11][CH2:12][C:8]=2[C:7]([C:13]2[N:14]=[C:25]([NH2:26])[C:22]([O:21][CH3:20])=[C:23]([NH2:24])[N:15]=2)=[N:6]1. Procedure details: 100 mg of 1-(2-fluorobenzyl)-1,4,5,6-tetrahydrocyclopenta[c]pyrazole-3-carboximidamide 1-2-4 (0.39 mmol, 1.0 eq.) and 37 mg methoxymalononitrile (0.39 mmol, 1.0 eq.; for preparation see: US2003/144538 A1, 2003) were dissolved in 1 mL DMF. The mixture was heated for 30 min in a microwave oven at 100° C. After addition of 10 mL water, the precipitated, crude product was filtered off and was purified by flash chromatography yielding 66 mg (0.19 mmol, 48%) of analytically pure target compound. Starting materials: OC(C=CC(=O)OC1C(C(C2(CO2)CC1)C1(OC1CC=C(C)C)C)OC)C(C)O (6-(4,5-dihydroxy-2-hexenoyloxy)-5-methoxy-4-(2-methyl-3-(3-methyl-2-butenyl)oxiranyl]-1-oxaspiro[2,5]octane), I(=O)(=O)(=O)[O-].[Na+] (sodium periodate). The solvent is C(C)OCC (diethyl ether), CO (methanol), O (water). Run at time 0.5 hour. Yields the product C(=O)C=CC(=O)OC1C(C(C2(CO2)CC1)C1(OC1CC=C(C)C)C)OC (6-(3-formylacryloyloxy)-5-methoxy-4-(2-methyl-3-(3-methyl-2-butenyl)oxiranyl]-1-oxaspiro[2,5]octane). The yield is 68.6%. As a reaction SMILES: [OH:1][CH:2](C(O)C)[CH:3]=[CH:4][C:5]([O:7][CH:8]1[CH2:15][CH2:14][C:11]2([O:13][CH2:12]2)[CH:10]([C:16]2([CH3:24])[CH:18]([CH2:19][CH:20]=[C:21]([CH3:23])[CH3:22])[O:17]2)[CH:9]1[O:25][CH3:26])=[O:6].I([O-])(=O)(=O)=O.[Na+]>CO.O.C(OCC)C>[CH:2]([CH:3]=[CH:4][C:5]([O:7][CH:8]1[CH2:15][CH2:14][C:11]2([O:13][CH2:12]2)[CH:10]([C:16]2([CH3:24])[CH:18]([CH2:19][CH:20]=[C:21]([CH3:23])[CH3:22])[O:17]2)[CH:9]1[O:25][CH3:26])=[O:6])=[O:1] |f:1.2|. Procedure details: To a solution of 6-(4,5-dihydroxy-2-hexenoyloxy)-5-methoxy-4-(2-methyl-3-(3-methyl-2-butenyl)oxiranyl]-1-oxaspiro[2,5]octane (412 mg) in a mixture of methanol (4 ml) and water (4 ml) was added sodium periodate (215 mg) in several portions at 5° C. The mixture was stirred for half hour at the same temperature and diluted with diethyl ether (30 ml). The mixture was washed with brine, dried, and concentrated in vacuo to give a crude oil, which was purified by column chromatography on silica gel (el... Starting materials: CCO, CSc1nc(F)cc(F)n1, NN, O. Product: CSc1nc(F)cc(NN)n1. As a reaction SMILES: [CH3:14][CH2:15][OH:16].[F:1][c:2]1[n:3][c:4]([S:9][CH3:10])[n:5][c:6]([F:8])[cH:7]1.[NH2:12][NH2:13].[OH2:11]>>[F:1][c:2]1[n:3][c:4]([S:9][CH3:10])[n:5][c:6]([NH:12][NH2:13])[cH:7]1. Reactants: NO (Hydroxylamine), FCC(C1=CC=C(C=C1)C=O)NC(OC(C)(C)C)=O (tert-butyl N-[2-fluoro-1-(4-formylphenyl)ethyl]carbamate). Run in C(C)O (ethanol). Run at time 4 hour. The product is C(C)(C)(C)OC(NC(CF)C1=CC=C(C=C1)C=NO)=O (tert-butyl(2-fluoro-1-(4-((hydroxyimino)methyl)phenyl)ethyl)carbamate). The yield is 107.7%. As a reaction SMILES: [NH2:1][OH:2].[F:3][CH2:4][CH:5]([NH:14][C:15](=[O:21])[O:16][C:17]([CH3:20])([CH3:19])[CH3:18])[C:6]1[CH:11]=[CH:10][C:9]([CH:12]=O)=[CH:8][CH:7]=1>C(O)C>[C:17]([O:16][C:15](=[O:21])[NH:14][CH:5]([C:6]1[CH:11]=[CH:10][C:9]([CH:12]=[N:1][OH:2])=[CH:8][CH:7]=1)[CH2:4][F:3])([CH3:20])([CH3:19])[CH3:18]. Procedure: Hydroxylamine (459.6 μL of 50% w/v, 6.958 mmol) was added to a stirred solution of tert-butyl N-[2-fluoro-1-(4-formylphenyl)ethyl]carbamate (930 mg, 3.479 mmol) in ethanol (100 mL) and the reaction mixture stirred at ambient temperature for 4 hours. The reaction mixture was concentrated in vacuo and the residue taken up in water and extracted with ethyl acetate (×3). The combined organic extracts were dried over MgSO4, filtered and concentrated in vacuo to give tert-butyl(2-fluoro-1-(4-((hydroxy... Reaction SMILES: [OH:1][CH:2]([C:15]1[CH:20]=[CH:19][CH:18]=[C:17](/[CH:21]=[CH:22]/[C:23]2[C:28]([CH3:30])([CH3:29])[CH2:27][CH2:26][CH2:25][C:24]=2[CH3:31])[CH:16]=1)[C:3]([CH3:14])([CH3:13])[CH2:4][NH:5][C:6](=[O:12])[O:7][C:8]([CH3:11])([CH3:10])[CH3:9].[Cr](Cl)([O-])(=O)=O.[NH+]1C=CC=CC=1>>[CH3:13][C:3]([CH3:14])([C:2](=[O:1])[C:15]1[CH:20]=[CH:19][CH:18]=[C:17](/[CH:21]=[CH:22]/[C:23]2[C:28]([CH3:30])([CH3:29])[CH2:27][CH2:26][CH2:25][C:24]=2[CH3:31])[CH:16]=1)[CH2:4][NH:5][C:6](=[O:12])[O:7][C:8]([CH3:9])([CH3:10])[CH3:11] |f:1.2|. Reaction conditions: time 15 minute. The product is CC(CNC(OC(C)(C)C)=O)(C(C1=CC(=CC=C1)\C=C\C1=C(CCCC1(C)C)C)=O)C ((E)-tert-butyl 2,2-dimethyl-3-oxo-3-(3-(2-(2,6,6-trimethylcyclohex-1-enyl)vinyl)phenyl)propylcarbamate). Starting materials: OC(C(CNC(OC(C)(C)C)=O)(C)C)C1=CC(=CC=C1)\C=C\C1=C(CCCC1(C)C)C ((E)-Tert-butyl 3-hydroxy-2,2-dimethyl-3-(3-(2-(2,6,6-trimethylcyclohex-1-enyl)vinyl)phenyl)propylcarbamate), [Cr](=O)(=O)([O-])Cl.[NH+]1=CC=CC=C1 (pyridinium chlorochromate). Procedure details: (E)-Tert-butyl 3-hydroxy-2,2-dimethyl-3-(3-(2-(2,6,6-trimethylcyclohex-1-enyl)vinyl)phenyl)propylcarbamate (0.0809 g, 0.19 mmol) was reacted with pyridinium chlorochromate according to the method used in Example 56 except that the reaction time was 2 h, 15 min. Purification by flash chromatography (10 to 40% EtOAc-hexanes gradient) gave (E)-tert-butyl 2,2-dimethyl-3-oxo-3-(3-(2-(2,6,6-trimethylcyclohex-1-enyl)vinyl)phenyl)propylcarbamate as an oil. 1H NMR (400 MHz, CD3OD) δ 7.72 (s, 1H), 7.58 (d...